Dataset: the Open Reaction Database (ORD), a public repository of structured organic reaction records. Task: describe an organic reaction: reactants, conditions, products, and yield Starting materials: CC(C)(C)C=O (pivaldehyde), IC1=NC=CN=C1 (2-iodopyrazine), C(CCC)[Li] (n-butyl lithium), [Cl-].[NH4+] (ammonium chloride). Run in C(C)OCC (diethylether), C(C)OCC (diethylether), C(C)OCC (diethylether). The product is CC(C(O)C1=NC=CN=C1)(C)C (2,2-dimethyl-1-pyrazin-2-yl-propan-1-ol). As a reaction SMILES: I[C:2]1[CH:7]=[N:6][CH:5]=[CH:4][N:3]=1.C([Li])CCC.[CH3:13][C:14]([CH:17]=[O:18])([CH3:16])[CH3:15].[Cl-].[NH4+]>C(OCC)C>[CH3:13][C:14]([CH3:16])([CH3:15])[CH:17]([C:2]1[CH:7]=[N:6][CH:5]=[CH:4][N:3]=1)[OH:18] |f:3.4|. Procedure: A solution of 2-iodopyrazine (1.0 g, 4.85 mmol) in dry diethylether (10 ml) was added to a solution of n-butyl lithium (4.04 ml of 1.5M, 6.06 mmol) in dry diethylether (20 ml) at -50° C. over a period of 5 minutes under a nitrogen atmosphere. This was followed immediately by the addition of a solution of pivaldehyde (0.65 g, 7.58 mmol) in dry diethylether (10 ml). The reaction mixture was allowed to warm to room temperature over 4 hours and then poured into a mixture of ice and 10% ammonium chlo... Starting materials: C(=O)(OC)C1=C(CCC(C1)(C1=CC(=C(C=C1)OC)OCC1CC1)C#N)OCOC (2-carbomethoxy-4-cyano-4-(3-cyclopropylmethoxy-4-methoxyphenyl)-1-(methoxymethyloxy)cyclohex-1-ene), [OH-].[K+] (potassium hydroxide). The solvent is CO (methanol), O1CCCC1 (tetrahydrofuran), O (water). Product: C(=O)(O)C1=C(CCC(C1)(C1=CC(=C(C=C1)OC)OCC1CC1)C#N)OCOC (2-Carboxy-4-cyano-4-(3-cyclopropylmethoxy4-methoxyphenyl)-1-(methoxymethyloxy)cyclohex-1-ene). Isolated yield 53.7%. Reaction SMILES: [C:1]([C:5]1[CH2:10][C:9]([C:24]#[N:25])([C:11]2[CH:16]=[CH:15][C:14]([O:17][CH3:18])=[C:13]([O:19][CH2:20][CH:21]3[CH2:23][CH2:22]3)[CH:12]=2)[CH2:8][CH2:7][C:6]=1[O:26][CH2:27][O:28][CH3:29])([O:3]C)=[O:2].[OH-].[K+]>CO.O1CCCC1.O>[C:1]([C:5]1[CH2:10][C:9]([C:24]#[N:25])([C:11]2[CH:16]=[CH:15][C:14]([O:17][CH3:18])=[C:13]([O:19][CH2:20][CH:21]3[CH2:23][CH2:22]3)[CH:12]=2)[CH2:8][CH2:7][C:6]=1[O:26][CH2:27][O:28][CH3:29])([OH:3])=[O:2] |f:1.2|. Procedure details: A solution of 2-carbomethoxy-4-cyano-4-(3-cyclopropylmethoxy-4-methoxyphenyl)-1-(methoxymethyloxy)cyclohex-1-ene (0.5 g, 1.25 mmol) and potassium hydroxide (0.21 g, 3.75 mmol) in methanol (13 mL), tetrahydrofuran (5 mL) and water (7.5 mL) under an argon atmosphere was heated at 65° C. for 3 h. The mixture was partitioned between methylene chloride and acidic water, was extracted twice, the organic layer was dried (magnesium sulfate) and the solvent was removed in vacuo. Purification by flash chr...